This data is from the Open Reaction Database (ORD), a public repository of structured organic reaction records. The task is: describe an organic reaction: reactants, conditions, products, and yield Reactants: C[C@@H](C(=O)O)CSC ((2S)-2-methyl-3-(methylthio)propanoic acid), OOS(=O)[O-].[K+] (oxone), CC(=O)C (acetone). Run in O (water). Run at temperature 25 celsius, time 3 hour. Product: C[C@@H](C(=O)O)CS(=O)(=O)C ((2S)-2-methyl-3-(methylsulfonyl)propanoic acid). Isolated yield 45.0%. RXN SMILES: [CH3:1][C@H:2]([CH2:6]SC)[C:3]([OH:5])=[O:4].O[O:10][S:11]([O-:13])=O.[K+].[CH3:15]C(C)=O>O>[CH3:1][C@H:2]([CH2:6][S:11]([CH3:15])(=[O:13])=[O:10])[C:3]([OH:5])=[O:4] |f:1.2|. Procedure: A solution of Example 149A (0.085 g, 0.63 mmol) in acetone (1.2 mL) and water (0.25 mL) at 0° C. was treated with oxone (1.17 g, 1.9 mmol) and the mixture was stirred at 25° C. for 3 h. The mixture was filtered, rinsed with acetone, and the solvents were evaporated. The residue was dissolved in ethyl acetate, dried over MgSO4, filtered and the solvents were evaporated to give the crude title compound (47 mg, 45%). Reactants: solution, solution, C(#N)[BH3-].[Na+] (sodium cyanoborohydride), COCCCCC(=O)C=1OC2=C(C1C)C=C(C=C2)OC (5-methoxy-1-(5-methoxy-3-methyl-1-benzofuran-2-yl)pentan-1-one), C(O)([O-])=O.[Na+] (sodium hydrogen carbonate), NC1=CC=C(C(=O)OC)C=C1 (methyl 4-aminobenzoate), C(O)([O-])=O.[Na+] (sodium hydrogen carbonate). The reagents and catalysts are [Ti](Cl)(Cl)(Cl)Cl (titanium (IV) chloride). Run in C(Cl)Cl (methylene chloride), O1CCCC1 (tetrahydrofuran), C(C)(=O)O (acetic acid), C(Cl)Cl (methylene chloride), C(C)N(CC)CC (triethylamine). Conditions: time 3.5 day. The product is COCCCCC(C=1OC2=C(C1C)C=C(C=C2)OC)NC2=CC=C(C(=O)OC)C=C2 (methyl 4-{[5-methoxy-1-(5-methoxy-3-methyl-1-benzofuran-2-yl)pentyl]amino}benzoate). Yield: 90.2%. Reaction SMILES: [CH3:1][O:2][CH2:3][CH2:4][CH2:5][CH2:6][C:7]([C:9]1[O:10][C:11]2[CH:18]=[CH:17][C:16]([O:19][CH3:20])=[CH:15][C:12]=2[C:13]=1[CH3:14])=O.[NH2:21][C:22]1[CH:31]=[CH:30][C:25]([C:26]([O:28][CH3:29])=[O:27])=[CH:24][CH:23]=1.C(=O)([O-])O.[Na+].C([BH3-])#N.[Na+]>C(Cl)Cl.O1CCCC1.[Ti](Cl)(Cl)(Cl)Cl.C(O)(=O)C.C(N(CC)CC)C>[CH3:1][O:2][CH2:3][CH2:4][CH2:5][CH2:6][CH:7]([NH:21][C:22]1[CH:23]=[CH:24][C:25]([C:26]([O:28][CH3:29])=[O:27])=[CH:30][CH:31]=1)[C:9]1[O:10][C:11]2[CH:18]=[CH:17][C:16]([O:19][CH3:20])=[CH:15][C:12]=2[C:13]=1[CH3:14] |f:2.3,4.5|. Procedure: To a mixture of 5-methoxy-1-(5-methoxy-3-methyl-1-benzofuran-2-yl)pentan-1-one (797 mg) synthesized above, methyl 4-aminobenzoate (479 mg), triethylamine (3.21 mL) and methylene chloride (10 mL) was added a 1.0M solution (3.46 mL) of titanium (IV) chloride in methylene chloride at 0° C., and the mixture was stirred under argon atmosphere at room temperature for 3.5 days. Saturated aqueous sodium hydrogen carbonate solution was added to quench the reaction, and the reaction mixture was extracted ... The reactants are BrC1=C(C=C(C=C1)CC#N)F (4-bromo-3-fluorophenylacetonitrile), BrCCBr (1,2-dibromoethane), [OH-].[Na+] (NaOH). Reagents/catalysts: [Br-].C(CCC)[N+](CCCC)(CCCC)CCCC (tetrabutylammonium bromide). Run in C1(=CC=CC=C1)C (toluene), O (water). Conditions: time 8.5 hour. The product is BrC1=C(C=C(C=C1)C1(CC1)C#N)F (4-bromo-3-fluorophenylcyclopropanenitrile). Reaction SMILES: [Br:1][C:2]1[CH:7]=[CH:6][C:5]([CH2:8][C:9]#[N:10])=[CH:4][C:3]=1[F:11].Br[CH2:13][CH2:14]Br.[OH-].[Na+]>C1(C)C=CC=CC=1.[Br-].C([N+](CCCC)(CCCC)CCCC)CCC.O>[Br:1][C:2]1[CH:7]=[CH:6][C:5]([C:8]2([C:9]#[N:10])[CH2:14][CH2:13]2)=[CH:4][C:3]=1[F:11] |f:2.3,5.6|. Reported procedure: A solution of 4-bromo-3-fluorophenylacetonitrile (5 g, 23 mmoles) in toluene (20 ml) is added with 35 mmoles of 1,2-dibromoethane, a 50% NaOH aqueous solution (20 ml) and tetrabutylammonium bromide (1.6 g, 5 mmoles). The mixture is kept under stirring at room temperature for 5-12 hours, then diluted with water and extracted with ethyl acetate. The organic phase is washed with 1N HCl, then with brine, finally dried and concentrated under vacuum to give a brown solid, which is subjected to chromat... The reactants are C(CCCCCC(C)(C)C)(=O)[O-] (neodecanoate), C(C)C1=C(C(=CC=C1)CC)N1C(C=CC1=O)=O (N-(2,6-diethylphenyl)maleimide), C=C(C)C (isobutene). Run in C1(=CC=CC=C1)C (toluene). The product is C(C)C1=C(C(=CC=C1)CC)N1C(C=CC1=O)=O.C=C(C)C (N-(2,6-diethylphenyl)maleimide isobutene). Reaction SMILES: C([O-])(=O)CCCC[CH2:6][C:7](C)([CH3:9])[CH3:8].[CH2:13]([C:15]1[CH:20]=[CH:19][CH:18]=[C:17]([CH2:21][CH3:22])[C:16]=1[N:23]1[C:27](=[O:28])[CH:26]=[CH:25][C:24]1=[O:29])[CH3:14].C=C(C)C>C1(C)C=CC=CC=1>[CH2:13]([C:15]1[CH:20]=[CH:19][CH:18]=[C:17]([CH2:21][CH3:22])[C:16]=1[N:23]1[C:24](=[O:29])[CH:25]=[CH:26][C:27]1=[O:28])[CH3:14].[CH2:6]=[C:7]([CH3:9])[CH3:8] |f:4.5|. Procedure details: In a one-liter autoclave were charged 400 ml of toluene as a polymerization solvent, 0.001 moles of perbutyl neodecanoate as a polymerization initiator, 0.42 moles of N-(2,6-diethylphenyl)maleimide, and 4.05 moles of isobutene, and the mixture was subjected to polymerization reaction under a polymerization condition at a polymerization temperature of 60° C. for a polymerization time of 5 hours, to obtain N-(2,6-diethylphenyl)maleimide-isobutene alternating copolymer. The thus obtained N-(2,6-die... Reactants: CNS(=O)(C1=CC(=C(C(=C1)[N+](=O)[O-])N(CCC)CCC)[N+](=O)[O-])=O (N1 -methyl-3,5-dinitro-N4,N4 -dipropylsulfanilamide), ClC(=O)OCCCC (n-butyl chloroformate), C([O-])([O-])=O.[K+].[K+] (potassium carbonate). Run in C(OC)COC (dimethoxyethane). The product is C(CCC)OC(=O)N(S(=O)(C1=CC(=C(C(=C1)[N+](=O)[O-])N(CCC)CCC)[N+](=O)[O-])=O)C (N1 -butoxycarbonyl-N1 -methyl-3,5-dinitro-N4,N4 -dipropylsulfanilamide). Reaction SMILES: [CH3:1][NH:2][S:3](=[O:24])([C:5]1[CH:10]=[C:9]([N+:11]([O-:13])=[O:12])[C:8]([N:14]([CH2:18][CH2:19][CH3:20])[CH2:15][CH2:16][CH3:17])=[C:7]([N+:21]([O-:23])=[O:22])[CH:6]=1)=[O:4].Cl[C:26]([O:28][CH2:29][CH2:30][CH2:31][CH3:32])=[O:27].C(=O)([O-])[O-].[K+].[K+]>C(COC)OC>[CH2:29]([O:28][C:26]([N:2]([CH3:1])[S:3](=[O:24])([C:5]1[CH:10]=[C:9]([N+:11]([O-:13])=[O:12])[C:8]([N:14]([CH2:18][CH2:19][CH3:20])[CH2:15][CH2:16][CH3:17])=[C:7]([N+:21]([O-:23])=[O:22])[CH:6]=1)=[O:4])=[O:27])[CH2:30][CH2:31][CH3:32] |f:2.3.4|. Procedure: A mixture of 4.5 g (0.0125 mol) N1 -methyl-3,5-dinitro-N4,N4 -dipropylsulfanilamide, 3.4 g (0.025 mol) n-butyl chloroformate, 3.5 g (0.25 mol) potassium carbonate and 50 ml dimethoxyethane was reacted to produce N1 -butoxycarbonyl-N1 -methyl-3,5-dinitro-N4,N4 -dipropylsulfanilamide by a procedure similar to that of Example 4. The product was a yellow-orange solid having a melting point of 99°-101°C. Starting materials: COC(C1=CC(=C(C=C1)C)NCC(=O)C=1C=NN(C1CC)C1=CC=CC=C1)=O (3-[2-(5-ethyl-1-phenyl-1H-pyrazol-4-yl)-2-oxo-ethylamino]-4-methyl-benzoic acid methyl ester), C(#N)[S-].[K+] (KSCN). Run in CC(=O)O (HOAc). Run at temperature 100 celsius, time 4 hour. Product: COC(C1=CC(=C(C=C1)C)N1C(=NC(=C1)C=1C=NN(C1CC)C1=CC=CC=C1)S)=O (3-[4-(5-ethyl-1-phenyl-1H-pyrazol-4-yl)-2-mercapto-imidazol-1-yl]-4-methyl-benzoic acid methyl ester). The yield is 63.7%. Reaction SMILES: [CH3:1][O:2][C:3](=[O:28])[C:4]1[CH:9]=[CH:8][C:7]([CH3:10])=[C:6]([NH:11][CH2:12][C:13]([C:15]2[CH:16]=[N:17][N:18]([C:22]3[CH:27]=[CH:26][CH:25]=[CH:24][CH:23]=3)[C:19]=2[CH2:20][CH3:21])=O)[CH:5]=1.[C:29]([S-:31])#[N:30].[K+]>CC(O)=O>[CH3:1][O:2][C:3](=[O:28])[C:4]1[CH:9]=[CH:8][C:7]([CH3:10])=[C:6]([N:11]2[CH:12]=[C:13]([C:15]3[CH:16]=[N:17][N:18]([C:22]4[CH:27]=[CH:26][CH:25]=[CH:24][CH:23]=4)[C:19]=3[CH2:20][CH3:21])[N:30]=[C:29]2[SH:31])[CH:5]=1 |f:1.2|. Reported procedure: A suspension of 3.75 g (9.94 mmol) of 3-[2-(5-ethyl-1-phenyl-1H-pyrazol-4-yl)-2-oxo-ethylamino]-4-methyl-benzoic acid methyl ester and 2.9 g (30 mmol) of KSCN in 25 mL of HOAc was stirred at 100° C. for 4 h. The mixture was allowed to cool overnight before being filtered and washed with cold MeOH. The solids were dried to provide 2.65 g of 3-[4-(5-ethyl-1-phenyl-1H-pyrazol-4-yl)-2-mercapto-imidazol-1-yl]-4-methyl-benzoic acid methyl ester as an off-white solid. ESI MS m/z 419 [C23H22N4O2S+H]+. Starting materials: 5-L, O (H2O), C(C)(=O)O (acetic acid), CC(CC=O)CCCC(CCC=O)C (3,7-dimethyldecanedial), C(C)(=O)O (acetic acid). Run at temperature 50 celsius, time 3 hour. Product: CC(CC(=O)O)CCCC(CCC(=O)O)C (3,7-dimethyldecanedioic acid). Yield: 61.0%. As a reaction SMILES: [OH2:1].C[CH:3]([CH2:7][CH2:8][CH2:9][CH:10]([CH3:15])[CH2:11][CH2:12][CH:13]=[O:14])[CH2:4]C=O.[C:16]([OH:19])(=[O:18])[CH3:17]>>[CH3:4][CH:3]([CH2:7][CH2:8][CH2:9][CH:10]([CH3:15])[CH2:11][CH2:12][C:13]([OH:1])=[O:14])[CH2:17][C:16]([OH:19])=[O:18]. Procedure details: A 5-L pressure reaction vessel was charged with 0.19 g of Cu(OCOCH3)2 (H2O) and 1.5 L of acetic acid, and the vessel was pressurized to 7 atm with air and then warmed to 50° C. While air was introduced at a rate of 240 L/hr, a mixture of 750 g of 3,7-dimethyldecanedial and 750 mL of acetic acid was fed thereto over a period of 3 hours. After completion of the feed, the reaction was conducted for an additional 6 hours at the same temperature and pressure. The reaction vessel was cooled, the gas t... The reactants are solution, C(=O)(Cl)Cl (phosgene), C1(=CC=CC=C1)C (toluene), OC=1C=NC=CC1 (3-hydroxy-pyridine), N1=CC=CC=C1 (pyridine). The solvent is C(Cl)Cl (CH2Cl2), C(Cl)Cl (CH2Cl2). Product: ClC(=O)OC=1C=NC=CC1 (3-PYRIDYL CHLOROFORMATE). Reaction SMILES: [C:1](Cl)([Cl:3])=[O:2].C1(C)C=CC=CC=1.[OH:12][C:13]1[CH:14]=[N:15][CH:16]=[CH:17][CH:18]=1.N1C=CC=CC=1>C(Cl)Cl>[Cl:3][C:1]([O:12][C:13]1[CH:14]=[N:15][CH:16]=[CH:17][CH:18]=1)=[O:2]. Reported procedure: A 1.93M solution of phosgene in toluene (20%) (198.3 ml) (382.3 mmoles) was diluted with dry CH2Cl2 (100 ml) and the mixture was stirred at 0° under an argon atmosphere. A solution of 3-hydroxy-pyridine (7.27 grams) (76.5 mmoles) and dry pyridine (8.06 grams) (8.25 ml) (101.9 mmoles) in dry CH2Cl2 (200 ml) was added dropwise to the stirred solution at 0° over a period of 1 hour. The mixture was stirred at 0-25° for an additional 2 hours. A stream of nitrogen was passed through the solution to re... Starting materials: FC(C1(NN1)C1=CC=C(C=C1)C(=O)C1=C(N)C=CC(=C1)C#C[Si](C)(C)C)(F)F (2-({4-[3-(trifluoromethyl)diaziridin-3-yl]phenyl}carbonyl)-4-[2-(trimethylsilyl)ethynyl]aniline). Yields the product FC(C1(N=N1)C1=CC=C(C=C1)C(=O)C1=C(N)C=CC(=C1)C#C[Si](C)(C)C)(F)F (2-({4-[3-(trifluoromethyl)diazirin-3-yl]phenyl}carbonyl)-4-[2-(trimethylsilyl)ethynyl]aniline). The solvent is C(C)OCC (diethyl ether). Reaction SMILES: [F:1][C:2]([F:28])([F:27])[C:3]1([C:6]2[CH:11]=[CH:10][C:9]([C:12]([C:14]3[CH:20]=[C:19]([C:21]#[C:22][Si:23]([CH3:26])([CH3:25])[CH3:24])[CH:18]=[CH:17][C:15]=3[NH2:16])=[O:13])=[CH:8][CH:7]=2)[NH:5][NH:4]1>C(OCC)C.[O-2].[Mn+4].[O-2]>[F:28][C:2]([F:1])([F:27])[C:3]1([C:6]2[CH:11]=[CH:10][C:9]([C:12]([C:14]3[CH:20]=[C:19]([C:21]#[C:22][Si:23]([CH3:25])([CH3:24])[CH3:26])[CH:18]=[CH:17][C:15]=3[NH2:16])=[O:13])=[CH:8][CH:7]=2)[N:5]=[N:4]1 |f:2.3.4|. Reagents/catalysts: [O-2].[Mn+4].[O-2] (manganese(IV) oxide). The yield is 99.6%. Procedure details: 2-({4-[3-(trifluoromethyl)diaziridin-3-yl]phenyl}carbonyl)-4-[2-(trimethylsilyl)ethynyl]aniline (66 mg, 0.16 mmol, 1 eq.) was dissolved in diethyl ether (10 mL) and manganese(IV) oxide (300 mg, 3.4 mmol, 21 eq.) was added to the solution. The reaction was stirred at room temperature for 30 minutes and then filtered through Celite with DCM to remove the manganese(IV) oxide. The solvent was evaporated, and the residue was purified on silica column (hexanes/ethyl acetate, 9:1→2:1), resulting in 64 ... Conditions: time 30 minute. The reactants are ice water, BrC=1C=C(CCN)C=CC1 (N-(3-bromobenzyl)methylamine), C([O-])([O-])=O.[Na+].[Na+] (sodium carbonate), CN(C=O)C (N,N-dimethylformamide), BrCC=CC#CC(C)(C)C (1-bromo-6,6-dimethyl-2-hepten-4-yne), CN(C=O)C (N,N-dimethylformamide). The product is CC(C#C/C=C/CN(C)CC1=CC(=CC=C1)Br)(C)C (trans-N-(6,6-Dimethyl-2-hepten-4-ynyl)-N-methyl-(3-bromobenzyl)amine). The yield is 53.8%. Reaction SMILES: [Br:1][C:2]1[CH:3]=[C:4]([CH:8]=[CH:9][CH:10]=1)[CH2:5]CN.C(=O)([O-])[O-].[Na+].[Na+].Br[CH2:18][CH:19]=[CH:20][C:21]#[C:22][C:23]([CH3:26])([CH3:25])[CH3:24].[CH3:27][N:28](C)C=O>>[CH3:24][C:23]([CH3:26])([CH3:25])[C:22]#[C:21]/[CH:20]=[CH:19]/[CH2:18][N:28]([CH2:5][C:4]1[CH:8]=[CH:9][CH:10]=[C:2]([Br:1])[CH:3]=1)[CH3:27] |f:1.2.3|. Reported procedure: N-(3-bromobenzyl)methylamine (2.00 g; 10.0 mmol) and sodium carbonate (1.51 g; 14.3 mmol) were added to N,N-dimethylformamide (20 ml). While the mixture was stirred at room temperature, 1-bromo-6,6-dimethyl-2-hepten-4-yne (1.92 g; 9.52 mmol) in N,N-dimethylformamide (10 ml) was added dropwise. The mixture was stirred for 1 hour at room temperature, and the reaction was stopped by pouring the mixture into ice/water, followed by extraction with ethyl acetate (100 ml). The organic layer was washed ...